From a dataset of the Open Reaction Database (ORD), a public repository of structured organic reaction records. describe an organic reaction: reactants, conditions, products, and yield Reactants: C(C)(C)(C)OC(CCCC1CCCC(O1)O)C (6-[4-tertiarybutoxypentyl]-2-tetrahydropyranol), [Cl-].[NH4+] (ammonium chloride), C(=C)[Mg]Cl (vinyl magnesium chloride), CCOCC (ether). The solvent is O1CCCC1 (tetrahydrofuran), O1CCCC1 (tetrahydrofuran). Product: OC(C=C)CCCC(CCCC(C)OC(C)(C)C)O (3,7-dihydroxy-11-tertiarybutoxydodec-1-ene). Reaction SMILES: [C:1]([O:5][CH:6]([CH3:17])[CH2:7][CH2:8][CH2:9][CH:10]1[O:15][CH:14]([OH:16])[CH2:13][CH2:12][CH2:11]1)([CH3:4])([CH3:3])[CH3:2].[CH:18]([Mg]Cl)=[CH2:19].CCOCC.[Cl-].[NH4+]>O1CCCC1>[OH:16][CH:14]([CH2:13][CH2:12][CH2:11][CH:10]([OH:15])[CH2:9][CH2:8][CH2:7][CH:6]([O:5][C:1]([CH3:4])([CH3:3])[CH3:2])[CH3:17])[CH:18]=[CH2:19] |f:3.4|. Procedure details: 4.5 G. of 6-[4-tertiarybutoxypentyl]-2-tetrahydropyranol produced in Example 120 was dissolved in 200 ml. of tetrahydrofuran and added slowly over a 20 minute period to a solution of 300 ml. of vinyl magnesium chloride in tetrahydrofuran at 0°. After agitation for an additional hour at room temperature, 200 ml. of ether was added which was followed by the addition of 100 ml. of a 20 per cent aqueous solution of ammonium chloride. Extraction with ether yielded a waxy solid, 3,7-dihydroxy-11-terti...